The task is: describe an organic reaction: reactants, conditions, products, and yield. This data is from the Open Reaction Database (ORD), a public repository of structured organic reaction records. Reactants: FC1=C(C=CC=C1F)C(CF)=O (1-(2,3-difluorophenyl)-2-fluoroethanone), CC(C)(C)[S@@](=O)N ((R)-(+)-2-methyl-2-propanesulfinamide). Reagents/catalysts: C(C)(C)O[Ti](OC(C)C)(OC(C)C)OC(C)C (tetraisopropoxytitanium). Solvent: [Cl-].[Na+].O (brine), C1CCOC1 (THF). Reaction conditions: time 15 minute. The product is FC1=C(C=CC=C1F)/C(/CF)=N\[S@](=O)C(C)(C)C ((R,E)-N-(1-(2,3-difluorophenyl)-2-fluoroethylidene)-2-methylpropane-2-sulfinamide). Yield: 40.7%. Reaction SMILES: [F:1][C:2]1[C:7]([F:8])=[CH:6][CH:5]=[CH:4][C:3]=1[C:9](=O)[CH2:10][F:11].[CH3:13][C:14]([S@:17]([NH2:19])=[O:18])([CH3:16])[CH3:15]>C1COCC1.[Cl-].[Na+].O.C(O[Ti](OC(C)C)(OC(C)C)OC(C)C)(C)C>[F:1][C:2]1[C:7]([F:8])=[CH:6][CH:5]=[CH:4][C:3]=1/[C:9](=[N:19]\[S@@:17]([C:14]([CH3:16])([CH3:15])[CH3:13])=[O:18])/[CH2:10][F:11] |f:3.4.5|. Procedure: To a solution of 1-(2,3-difluorophenyl)-2-fluoroethanone (18.9 g, 109 mmol) in THF (400 mL) was added (R)-(+)-2-methyl-2-propanesulfinamide (26.3 g, 217 mmol) followed by tetraisopropoxytitanium (93 g, 326 mmol). The reaction was heated to reflux for 2 h. The mixture was allowed to cool to room temperature and then treated with brine (400 ml). The resulted suspension was stirred for 15 min and filtered through a pad of celite. The filter cake was washed with EtOAc. The filtrate was extracted wit...